This data is from the Open Reaction Database (ORD), a public repository of structured organic reaction records. The task is: describe an organic reaction: reactants, conditions, products, and yield Reactants: C(CCCC[C@@H]1SC[C@@H]2NC(=O)N[C@H]12)(=O)NC(CC)O (N-biotinylaminopropanol), N1N=NN=[C-]1.C(C)(C)[NH2+]C(C)C (diisopropylammonium tetrazolide), C(C)(C)N(P(OCCC#N)N(C(C)C)C(C)C)C(C)C (2-cyanoethyl N,N,N',N'-tetraisopropylphosphorodiamidite), C([O-])(O)=O.[Na+] (sodium bicarbonate). Solvent: CN(C)C=O (DMF). Reaction conditions: time 1 hour. Yields the product C(C)(C)N(P(OCCCNC(CCCC[C@@H]1SC[C@@H]2NC(=O)N[C@H]12)=O)OCCC#N)C(C)C (N-biotinyl-aminopropyl 2-cyanoethyl N,N-diisopropylphosphoramidite). As a reaction SMILES: [C:1]([NH:16][CH:17](O)[CH2:18][CH3:19])(=[O:15])[CH2:2][CH2:3][CH2:4][CH2:5][C@H:6]1[C@@H:14]2[C@@H:9]([NH:10][C:11]([NH:13]2)=[O:12])[CH2:8][S:7]1.N1[C-]=NN=N1.C([NH2+]C(C)C)(C)C.[CH:33]([N:36]([CH:50]([CH3:52])[CH3:51])[P:37](N(C(C)C)C(C)C)[O:38][CH2:39][CH2:40][C:41]#[N:42])([CH3:35])[CH3:34].C(=O)(O)[O-:54].[Na+]>CN(C=O)C>[CH:33]([N:36]([CH:50]([CH3:52])[CH3:51])[P:37]([O:38][CH2:39][CH2:40][C:41]#[N:42])[O:54][CH2:19][CH2:18][CH2:17][NH:16][C:1](=[O:15])[CH2:2][CH2:3][CH2:4][CH2:5][C@H:6]1[C@@H:14]2[C@@H:9]([NH:10][C:11]([NH:13]2)=[O:12])[CH2:8][S:7]1)([CH3:35])[CH3:34] |f:1.2,4.5|. Procedure: To a solution of 150 mg of N-biotinylaminopropanol (2b) in 5 ml of dry DMF was added 65 mg of diisopropylammonium tetrazolide and 0.300 ml of 2-cyanoethyl N,N,N',N'-tetraisopropylphosphorodiamidite. The resulting solution was stirred at room temperature for 1.0 hr and then poured onto 50 ml of 5% aqueous sodium bicarbonate. The mixture was extracted with two 50 ml portions of methylene chloride, and the combined extracts were washed with 5% sodium bicarbonate and brine, dried over sodium sulfate...